From a dataset of the Open Reaction Database (ORD), a public repository of structured organic reaction records. describe an organic reaction: reactants, conditions, products, and yield The reactants are CC(C)OB(OC(C)C)OC(C)C, CCOC(=O)C1CN(Cc2ccc(Br)c(F)c2)C1, C1CCOC1, FC(F)(c1ccccc1)c1ccc2occc2c1, OB(O)c1cc2cc(C(F)(F)c3ccccc3)ccc2o1, [Li]CCCC. Product: CCOC(=O)C1CN(Cc2ccc(-c3cc4cc(C(F)(F)c5ccccc5)ccc4o3)c(F)c2)C1. Reaction SMILES: [B:24]([O:25][CH:26]([CH3:27])[CH3:28])([O:29][CH:30]([CH3:31])[CH3:32])[O:33][CH:34]([CH3:35])[CH3:36].[Br:37][c:38]1[c:39]([F:54])[cH:40][c:41]([CH2:42][N:43]2[CH2:44][CH:45]([C:47](=[O:48])[O:49][CH2:50][CH3:51])[CH2:46]2)[cH:52][cH:53]1.[CH2:76]1[O:77][CH2:78][CH2:79][CH2:80]1.[F:1][C:2]([c:3]1[cH:4][cH:5][c:6]2[c:7]([cH:8][cH:9][o:10]2)[cH:11]1)([c:12]1[cH:13][cH:14][cH:15][cH:16][cH:17]1)[F:18].[F:55][C:56]([F:57])([c:58]1[cH:59][cH:60][cH:61][cH:62][cH:63]1)[c:64]1[cH:65][cH:66][c:67]2[o:68][c:69]([B:70]([OH:71])[OH:72])[cH:73][c:74]2[cH:75]1.[Li:19][CH2:20][CH2:21][CH2:22][CH3:23]>>[F:1][C:2]([c:3]1[cH:4][cH:5][c:6]2[c:7]([cH:8][c:9](-[c:38]3[c:39]([F:54])[cH:40][c:41]([CH2:42][N:43]4[CH2:44][CH:45]([C:47](=[O:48])[O:49][CH2:50][CH3:51])[CH2:46]4)[cH:52][cH:53]3)[o:10]2)[cH:11]1)([c:12]1[cH:13][cH:14][cH:15][cH:16][cH:17]1)[F:18]. The reactants are COC=1C=C(C=CC1OC)NC=1N=CC2=C(C3=C(NC(C2)=O)C=CC(=C3)C(=O)O)N1 (2-(3,4-dimethoxy-phenylamino)-6-oxo-6,7-dihydro-5H-benzo[b]pyrimido[4,5-d]azepine-10-carboxylic acid), C(C)(C)(C)OC(NCCCN)=O (3-amino-propyl-carbamic acid tert-butyl ester), C(C)(C)(C)OC(NCCCNC(=O)C1=CC2=C(NC(CC3=C2N=C(N=C3)NC3=CC(=C(C=C3)OC)OC)=O)C=C1)=O ((3-{[2-(3,4-dimethoxy-phenylamino)-6-oxo-6,7-dihydro-5H-benzo[b]pyrimido[4,5-d]azepine-10-carbonyl]-amino}-propyl)-carbamic acid tert-butyl ester). Product: NCCCNC(=O)C1=CC2=C(NC(CC3=C2N=C(N=C3)NC3=CC(=C(C=C3)OC)OC)=O)C=C1 (2-(3,4-Dimethoxy-phenylamino)-6-oxo-6,7-dihydro-5H-benzo[b]pyrimido[4,5-d]azepine-10-carboxylic acid (3-amino-propyl)-amide). RXN SMILES: COC1C=C(NC2N=CC3CC(=O)NC4C=CC(C(O)=O)=CC=4C=3N=2)C=CC=1OC.C(OC(=O)NCCCN)(C)(C)C.C(OC(=O)[NH:49][CH2:50][CH2:51][CH2:52][NH:53][C:54]([C:56]1[CH:82]=[CH:81][C:59]2[NH:60][C:61](=[O:80])[CH2:62][C:63]3[CH:68]=[N:67][C:66]([NH:69][C:70]4[CH:75]=[CH:74][C:73]([O:76][CH3:77])=[C:72]([O:78][CH3:79])[CH:71]=4)=[N:65][C:64]=3[C:58]=2[CH:57]=1)=[O:55])(C)(C)C>>[NH2:49][CH2:50][CH2:51][CH2:52][NH:53][C:54]([C:56]1[CH:82]=[CH:81][C:59]2[NH:60][C:61](=[O:80])[CH2:62][C:63]3[CH:68]=[N:67][C:66]([NH:69][C:70]4[CH:75]=[CH:74][C:73]([O:76][CH3:77])=[C:72]([O:78][CH3:79])[CH:71]=4)=[N:65][C:64]=3[C:58]=2[CH:57]=1)=[O:55]. Procedure details: In a manner similar to that described in Method N, 2-(3,4-dimethoxy-phenylamino)-6-oxo-6,7-dihydro-5H-benzo[b]pyrimido[4,5-d]azepine-10-carboxylic acid (I-43) and 3-amino-propyl-carbamic acid tert-butyl ester were converted to (3-{[2-(3,4-dimethoxy-phenylamino)-6-oxo-6,7-dihydro-5H-benzo[b]pyrimido[4,5-d]azepine-10-carbonyl]-amino}-propyl)-carbamic acid tert-butyl ester, which was subsequently deprotected (Method K) and purified by C-18 RP LC-MS chromatography to give I-76 (14%): HRMS Calcd. for... Reactants: C1(=CC=CC=C1)C=CCN1CCC(CC1)C(=O)N (1-(3-phenyl-2-propenyl)-4-piperidinecarboxamide), P(=O)(Cl)(Cl)Cl (phosphorus oxychloride), [Cl-].[Na+] (sodium chloride), [OH-].[Na+] (sodium hydroxide). Solvent: ClCCCl (1,2-dichloroethane). Run at time 2 hour. Product: C1(=CC=CC=C1)C=CCN1CCC(CC1)C#N (1-(3-phenyl-2-propenyl)-4-piperidinecarbonitrile). As a reaction SMILES: [C:1]1([CH:7]=[CH:8][CH2:9][N:10]2[CH2:15][CH2:14][CH:13]([C:16]([NH2:18])=O)[CH2:12][CH2:11]2)[CH:6]=[CH:5][CH:4]=[CH:3][CH:2]=1.P(Cl)(Cl)(Cl)=O.[Cl-].[Na+].[OH-].[Na+]>ClCCCl>[C:1]1([CH:7]=[CH:8][CH2:9][N:10]2[CH2:15][CH2:14][CH:13]([C:16]#[N:18])[CH2:12][CH2:11]2)[CH:2]=[CH:3][CH:4]=[CH:5][CH:6]=1 |f:2.3,4.5|. Reported procedure: A mixture of 99.4 g of the 1-(3-phenyl-2-propenyl)-4-piperidinecarboxamide, 25 ml of phosphorus oxychloride and 30 g of sodium chloride are suspended in 750 ml of 1,2-dichloroethane and heated to its reflux temperature with vigorous stirring for a period of 2 hours. After several minutes at the reflux temperature a white precipitate separates. The reaction mixture is cooled, a 10% sodium hydroxide solution is added and the mixture extracted with diethyl ether. The combined extracts are washed wi... Reactants: BrC=1SC2=C(CCNCC2)N1 (2-bromo-5,6,7,8-tetrahydro-4H-thiazolo[4,5-d]azepine), FC1=CC=C(C=C1)C1=NN(C(=N1)C1=CC=C(C=C1)F)CC(=O)O ((3,5-bis-(4-fluoro-phenyl)-(1,2,4)triazol-1-yl)-acetic acid), CCN(C(C)C)C(C)C (DIPEA), CN(C)C(=[N+](C)C)ON1C2=C(C=CC=C2)N=N1.[B-](F)(F)(F)F (TBTU). Run in CN(C)C=O (DMF), CN(C)C=O (DMF). Reaction conditions: time 10 minute. Yields the product BrC=1SC2=C(CCN(CC2)C(CN2N=C(N=C2C2=CC=C(C=C2)F)C2=CC=C(C=C2)C)=O)N1 (1-(2-Bromo-4,5,7,8-tetrahydro-thiazolo[4,5-d]azepin-6-yl)-2-(5-(4-fluoro-phenyl)-3-p-tolyl-(1,2,4)triazol-1-yl)-ethanone). Reaction SMILES: F[C:2]1[CH:7]=[CH:6][C:5]([C:8]2[N:12]=[C:11]([C:13]3[CH:18]=[CH:17][C:16]([F:19])=[CH:15][CH:14]=3)[N:10]([CH2:20][C:21](O)=[O:22])[N:9]=2)=[CH:4][CH:3]=1.[CH3:24]CN(C(C)C)C(C)C.CN(C(ON1N=NC2C=CC=CC1=2)=[N+](C)C)C.[B-](F)(F)(F)F.[Br:55][C:56]1[S:57][C:58]2[CH2:64][CH2:63][NH:62][CH2:61][CH2:60][C:59]=2[N:65]=1>CN(C=O)C>[Br:55][C:56]1[S:57][C:58]2[CH2:64][CH2:63][N:62]([C:21](=[O:22])[CH2:20][N:10]3[C:11]([C:13]4[CH:14]=[CH:15][C:16]([F:19])=[CH:17][CH:18]=4)=[N:12][C:8]([C:5]4[CH:4]=[CH:3][C:2]([CH3:24])=[CH:7][CH:6]=4)=[N:9]3)[CH2:61][CH2:60][C:59]=2[N:65]=1 |f:2.3|. Reported procedure: 151 mg (3,5-bis-(4-fluoro-phenyl)-(1,2,4)triazol-1-yl)-acetic acid and 84 μL DIPEA were dissolved in 2.5 mL DMF. 154 mg TBTU was added to this solution and the mixture was stirred for 10 min. at RT. Then, 112 mg 2-bromo-5,6,7,8-tetrahydro-4H-thiazolo[4,5-d]azepine in 2.5 mL DMF was added. The mixture was stirred for 2 h at RT. The reaction-solution was purified by HPLC to yield 19.8 mg of the desired compound. Rt: 2.21 (method I), (M+H)+: 530/32 The reactants are C[C@@H]1CC[C@H](CC1)NC(C=CC1=CC(=C(C=C1)OCCCl)OC)=O (N-(trans-4-methylcyclohexyl)-4-(2-chloroethoxy)-3-methoxycinnamamide), C(C)NCC (diethylamine). Run in CC(=O)CC(C)C (methylisobutylketone). Yields the product C[C@@H]1CC[C@H](CC1)NC(C=CC1=CC(=C(C=C1)OCCN(CC)CC)OC)=O (N-(trans-4-methylcyclohexyl)-4-(2-diethylaminoethoxy)-3-methoxycinnamamide). Reaction SMILES: [CH3:1][C@H:2]1[CH2:7][CH2:6][C@H:5]([NH:8][C:9](=[O:24])[CH:10]=[CH:11][C:12]2[CH:17]=[CH:16][C:15]([O:18][CH2:19][CH2:20]Cl)=[C:14]([O:22][CH3:23])[CH:13]=2)[CH2:4][CH2:3]1.[CH2:25]([NH:27][CH2:28][CH3:29])[CH3:26]>CC(CC(C)C)=O>[CH3:1][C@H:2]1[CH2:7][CH2:6][C@H:5]([NH:8][C:9](=[O:24])[CH:10]=[CH:11][C:12]2[CH:17]=[CH:16][C:15]([O:18][CH2:19][CH2:20][N:27]([CH2:28][CH3:29])[CH2:25][CH3:26])=[C:14]([O:22][CH3:23])[CH:13]=2)[CH2:4][CH2:3]1. Procedure: Using 5 g of N-(trans-4-methylcyclohexyl)-4-(2-chloroethoxy)-3-methoxycinnamamide (Example 138), 100 ml of methylisobutylketone, and 50 ml of diethylamine, a reaction similar to that conducted in Example 107 was carried out. As a result, 4.75 g of N-(trans-4-methylcyclohexyl)-4-(2-diethylaminoethoxy)-3-methoxycinnamamide (a compound of the present invention) was obtained as white crystal, which had the following physiochemical properties: